This data is from the Open Reaction Database (ORD), a public repository of structured organic reaction records. The task is: describe an organic reaction: reactants, conditions, products, and yield Reactants: ClCCC1OC2=C(C(N(C1)C)=S)C=CC=N2 (2-chloroethyl-2,3-dihydro-4-methylpyrido[3,2-f]-1,4-oxazepine-5(4H)-thione), COC1=CC=C(C=C1)CCNC (4-methoxy-N-methylbenzene-ethanamine), C(C)(C)N(CC)C(C)C (diisopropylethylamine), COC1=CC=C(C=C1)CCNC (4-methoxy-N-methylbenzeneethanamine). Solvent: C(C)O (ethanol). Reaction conditions: time 8 hour. Product: COC1=CC=C(C=C1)CCN(CCC1OC2=C(C(N(C1)C)=S)C=CC=N2)C (2,3-Dihydro-2-[2-[[2-(4-methoxyphenyl)ethyl]methylamino]ethyl]-4-methylpyrido[3,2-f]-1,4-oxazepine-5(4H)-thione). As a reaction SMILES: Cl[CH2:2][CH2:3][CH:4]1[CH2:10][N:9]([CH3:11])[C:8](=[S:12])[C:7]2[CH:13]=[CH:14][CH:15]=[N:16][C:6]=2[O:5]1.[CH3:17][O:18][C:19]1[CH:24]=[CH:23][C:22]([CH2:25][CH2:26][NH:27][CH3:28])=[CH:21][CH:20]=1.C(N(C(C)C)CC)(C)C>C(O)C>[CH3:17][O:18][C:19]1[CH:24]=[CH:23][C:22]([CH2:25][CH2:26][N:27]([CH3:28])[CH2:2][CH2:3][CH:4]2[CH2:10][N:9]([CH3:11])[C:8](=[S:12])[C:7]3[CH:13]=[CH:14][CH:15]=[N:16][C:6]=3[O:5]2)=[CH:21][CH:20]=1. Reported procedure: To 40 ml of absolute ethanol was added 5.0 g (0.0195 mole) of 2-(2-chloroethyl-2,3-dihydro-4-methylpyrido[3,2-f]-1,4-oxazepine-5(4H)-thione and 3.65 g (0.022 mole) of 4-methoxy-N-methylbenzene-ethanamine and 2.5 g (0.0195 mole) of diisopropylethylamine. After ~6 hr heating at reflux 3.15 g (0.022 mole) of 4-methoxy-N-methylbenzeneethanamine was added and heating was continued overnight. After removing the solvent by rotary evaporation, the residue was taken up in 100 ml of methylene chloride and...